This data is from the Open Reaction Database (ORD), a public repository of structured organic reaction records. The task is: describe an organic reaction: reactants, conditions, products, and yield The reactants are CCOC(=O)C=CC=CCC(OC)c1ccc(OC)cc1, CO, [Li+], [OH-]. Yields the product COc1ccc(C(CC=CC=CC(=O)O)OC)cc1. RXN SMILES: [CH2:1]([CH3:2])[O:3][C:4]([CH:5]=[CH:6][CH:7]=[CH:8][CH2:9][CH:10]([c:11]1[cH:12][cH:13][c:14]([O:17][CH3:18])[cH:15][cH:16]1)[O:19][CH3:20])=[O:21].[CH3:24][OH:25].[Li+:23].[OH-:22]>>[O:3]=[C:4]([CH:5]=[CH:6][CH:7]=[CH:8][CH2:9][CH:10]([c:11]1[cH:12][cH:13][c:14]([O:17][CH3:18])[cH:15][cH:16]1)[O:19][CH3:20])[OH:21]. Starting materials: C1(CNCC2=CCCC=3C=CN1C23)=O (3,4,6,7-tetrahydro-2H-[1,4]diazepino[6,7,1-hi]indol-1-one). The solvent is O (H2O). Yields the product C1(CNCC=2C=CC=C3C=CN1C23)=O (3,4-Dihydro-2H-[1,4]diazepino [6,7,1-hi]indol-1-one). RXN SMILES: [C:1]1(=[O:14])[N:12]2[C:13]3[C:5](=[CH:6][CH2:7][CH2:8][C:9]=3[CH:10]=[CH:11]2)[CH2:4][NH:3][CH2:2]1>O>[C:1]1(=[O:14])[N:12]2[C:13]3[C:9]([CH:10]=[CH:11]2)=[CH:8][CH:7]=[CH:6][C:5]=3[CH2:4][NH:3][CH2:2]1. Procedure: This known compound was prepared from 3,4,6,7-tetrahydro-2H-[1,4]diazepino[6,7,1-hi]indol-1-one (Example 41) according to the general procedure of Hester et al. and references cited therein (Hester et al., J. Med. Chem. 13, 827 (1970)): 1H NMR (DMSO-d6) δ 3.52-3.56 (m, 2H), 4.31-4.36 (m, 2H), 6.53 (d, 1H, J=3.0 Hz), 7.11 (t, 1H, J=6.0 Hz), 7.38 (d, 1H, J=3.0 Hz), 7.70 (d, 1H, J=6.0 Hz), 7.80 (d, 1H, J=6.0 Hz), 8.30 (bs, 1H). LRMS (M+) 186. Anal. (C11H10N2O.0.05 H2O) C, H, N.